Dataset: the Open Reaction Database (ORD), a public repository of structured organic reaction records. Task: describe an organic reaction: reactants, conditions, products, and yield Reactants: [Br-], CC(C)CS(=O)N=C(c1cccnc1)c1ccc(C#N)c(F)c1, C1CCOC1, C[Mg+]. Product: CC(C)CS(=O)NC(C)(c1cccnc1)c1ccc(C#N)c(F)c1. RXN SMILES: [Br-:24].[C:1](#[N:2])[c:3]1[c:4]([F:23])[cH:5][c:6]([C:9](=[N:10][S:11](=[O:12])[CH2:13][CH:14]([CH3:15])[CH3:16])[c:17]2[cH:18][n:19][cH:20][cH:21][cH:22]2)[cH:7][cH:8]1.[CH2:27]1[O:28][CH2:29][CH2:30][CH2:31]1.[CH3:25][Mg+:26]>>[C:1](#[N:2])[c:3]1[c:4]([F:23])[cH:5][c:6]([C:9]([NH:10][S:11](=[O:12])[CH2:13][CH:14]([CH3:15])[CH3:16])([c:17]2[cH:18][n:19][cH:20][cH:21][cH:22]2)[CH3:25])[cH:7][cH:8]1. Reactants: Cl.NC(C1=CC=CC=C1)C=1SC2=C(N1)C=CC=C2 (2-(α-aminobenzyl)benzothiazole hydrochloride), N (ammonia). Run in C(Cl)Cl (methylene chloride). Yields the product NC(C1=CC=CC=C1)C=1SC2=C(N1)C=CC=C2 (2(α-aminobenzyl)benzothiazole). As a reaction SMILES: Cl.[NH2:2][CH:3]([C:10]1[S:11][C:12]2[CH:18]=[CH:17][CH:16]=[CH:15][C:13]=2[N:14]=1)[C:4]1[CH:9]=[CH:8][CH:7]=[CH:6][CH:5]=1.N>C(Cl)Cl>[NH2:2][CH:3]([C:10]1[S:11][C:12]2[CH:18]=[CH:17][CH:16]=[CH:15][C:13]=2[N:14]=1)[C:4]1[CH:5]=[CH:6][CH:7]=[CH:8][CH:9]=1 |f:0.1|. Procedure details: The hydrochloride was stirred with aqueous ammonia and methylene chloride, and the aqueous layer was extracted with two portions of methylene chloride. The combined methylene chloride extracts were washed with brine, dried over Na2SO4, filtered and concentrated in vacuo. 13.1 g of white solid, as desired product, was obtained, mp. 68°-70° C. Starting materials: CCOC(=O)C (EtOAc), NCC(=O)C=1C(=NC2=CC=CC=C2C1)OC (2-amino-1-(2-methoxyquinolin-3-yl)ethanone), CCN(C(C)C)C(C)C (DIPEA), C(C)(C)(C)OC(CCCCCCC(=O)O)=O (8-(tert-butoxy)-8-oxooctanoic acid), CCN=C=NCCCN(C)C.Cl (EDC.HCl), C=1C=CC2=C(C1)N=NN2O (HOBt). Run in CN(C)C=O (DMF). Run at time 30 minute. Product: C(C1=CC=CC=C1)OC(=O)N[C@@H](CCCCCC(=O)OC(C)(C)C)C(=O)NCC(=O)C=1C(=NC2=CC=CC=C2C1)OC ((S)-tert-butyl 7-(((benzyloxy)carbonyl)amino)-8-((2-(2-methoxyquinolin-3-yl)-2-oxoethyl)amino)-8-oxooctanoate). RXN SMILES: [C:1]([O:5][C:6](=[O:16])[CH2:7][CH2:8][CH2:9][CH2:10][CH2:11][CH2:12][C:13]([OH:15])=O)([CH3:4])([CH3:3])[CH3:2].CC[N:19]=C=NCCCN(C)C.Cl.[CH:29]1[CH:30]=[CH:31][C:32]2N(O)N=N[C:33]=2[CH:34]=1.[NH2:39][CH2:40][C:41]([C:43]1[C:44]([O:53][CH3:54])=[N:45][C:46]2[C:51]([CH:52]=1)=[CH:50][CH:49]=[CH:48][CH:47]=2)=[O:42].CCN(C(C)C)C(C)C.C[CH2:65][O:66][C:67](C)=[O:68]>CN(C=O)C>[CH2:65]([O:66][C:67]([NH:19][C@H:12]([C:13]([NH:39][CH2:40][C:41]([C:43]1[C:44]([O:53][CH3:54])=[N:45][C:46]2[C:51]([CH:52]=1)=[CH:50][CH:49]=[CH:48][CH:47]=2)=[O:42])=[O:15])[CH2:11][CH2:10][CH2:9][CH2:8][CH2:7][C:6]([O:5][C:1]([CH3:2])([CH3:3])[CH3:4])=[O:16])=[O:68])[C:33]1[CH:32]=[CH:31][CH:30]=[CH:29][CH:34]=1 |f:1.2|. Procedure: A solution of (S)-2-((benzyloxy)carbonyl)amino)-8-(tert-butoxy)-8-oxooctanoic acid (prepared as described in WO2006/061638), EDC.HCl (1.3 eq.), HOBt (1.3 eq.) in DMF (0.3 M) was stirred at room temperature for 10 min. Then F2 and DIPEA (3.0 eq.) were added and the resulting mixture was stirred at room temperature for 1 h 30 min. The reaction mixture was diluted with EtOAc, washed with sat. aq. NaHCO3 sol., brine, dried (Na2SO4), filtered and concentrated under reduced pressure to give a crude th... The reactants are FC=1C=C(C#N)C=CC1[N+](=O)[O-] (3-fluoro-4-nitrobenzonitrile), C(=O)([O-])[O-].[K+].[K+] (K2CO3), C(=O)(N)N.OO (urea hydrogen peroxide adduct), C(Cl)Cl (DCM). Run in CC(=O)C.O (acetone water), O (water). Reaction conditions: time 8 hour. The product is FC=1C=C(C(=O)N)C=CC1[N+](=O)[O-] (3-fluoro-4-nitro-benzamide), solid. The yield is 60.0%. Reaction SMILES: [F:1][C:2]1[CH:3]=[C:4]([CH:7]=[CH:8][C:9]=1[N+:10]([O-:12])=[O:11])[C:5]#[N:6].C([O-])([O-])=[O:14].[K+].[K+].C(N)(N)=O.OO.C(Cl)Cl>CC(C)=O.O.O>[F:1][C:2]1[CH:3]=[C:4]([CH:7]=[CH:8][C:9]=1[N+:10]([O-:12])=[O:11])[C:5]([NH2:6])=[O:14] |f:1.2.3,4.5,7.8|. Procedure details: To a stirred solution of 3-fluoro-4-nitrobenzonitrile (15 g, 90.3 mmol) and K2CO3 (25.03 g, 181.1 mmol) in 100 mL of acetone/water (4:1) was added urea hydrogen peroxide adduct (16.99 g, 180.6 mmol) and the reaction stirred overnight at ambient temperature. DCM (100 mL) and water (500 mL) were added to the reaction mixture, the solution partitioned and the organic layer separated. The aqueous layer was extracted with DCM (3×100 mL) and the combined organic portions, washed with brine (100 mL), f... The reactants are C(C1=CC=CC=C1)(=O)N=C=S (benzoyl isothiocyanate), N[C@@]1([C@@H](C[C@@H](OC1)COCC1=CC=CC=C1)CO)C1=C(C=CC(=C1)Br)F ([(2R,4R,5S)-5-Amino-2-benzyloxymethyl-5-(5-bromo-2-fluorophenyl)tetrahydropyran-4-yl]methanol), Cl (hydrochloric acid). The solvent is CO (methanol), ClCCl (dichloromethane). Run at time 5 hour. Product: C(C1=CC=CC=C1)OC[C@H]1C[C@H]2CSC(=N[C@]2(CO1)C1=C(C=CC(=C1)Br)F)N ((4aR,6R,8aS)-6-benzyloxymethyl-8a-(5-bromo-2-fluorophenyl)-4,4a,5,6,8,8a-hexahydro-7-oxa-3-thia-1-aza-naphthalen-2-ylamine). As a reaction SMILES: [NH2:1][C@@:2]1([C:19]2[CH:24]=[C:23]([Br:25])[CH:22]=[CH:21][C:20]=2[F:26])[CH2:7][O:6][C@@H:5]([CH2:8][O:9][CH2:10][C:11]2[CH:16]=[CH:15][CH:14]=[CH:13][CH:12]=2)[CH2:4][C@H:3]1[CH2:17]O.C([N:35]=[C:36]=[S:37])(=O)C1C=CC=CC=1.Cl>ClCCl.CO>[CH2:10]([O:9][CH2:8][C@@H:5]1[O:6][CH2:7][C@@:2]2([C:19]3[CH:24]=[C:23]([Br:25])[CH:22]=[CH:21][C:20]=3[F:26])[C@H:3]([CH2:17][S:37][C:36]([NH2:35])=[N:1]2)[CH2:4]1)[C:11]1[CH:16]=[CH:15][CH:14]=[CH:13][CH:12]=1. Procedure: [(2R,4R,5S)-5-Amino-2-benzyloxymethyl-5-(5-bromo-2-fluorophenyl)tetrahydropyran-4-yl]methanol (2.22 g) was dissolved in dichloromethane (30 ml), and benzoyl isothiocyanate (776 μl) was added. The mixture was stirred at room temperature for five hours, and then the solvent was evaporated under reduced pressure. The residue was purified by silica gel column chromatography to obtain an intermediate. The resulting intermediate was dissolved in methanol (50 ml), and concentrated hydrochloric acid (2 ... The reactants are CC#N, N#Cc1ccc(OCC(O)CN2CC3CNCC(C3)C2)cc1, CC(C)(C#N)OC(=O)Cl, [K+], [K+], O=C([O-])[O-]. The product is CC(C)(C#N)OC(=O)N1CC2CC(CN(CC(O)COc3ccc(C#N)cc3)C2)C1. Reaction SMILES: [CH3:38][C:39]#[N:40].[CH:10]12[CH2:11][N:12]([CH2:19][CH:20]([CH2:21][O:22][c:23]3[cH:24][cH:25][c:26]([C:27]#[N:28])[cH:29][cH:30]3)[OH:31])[CH2:13][CH:14]([CH2:15][NH:16][CH2:17]1)[CH2:18]2.[Cl:1][C:2](=[O:3])[O:4][C:5]([CH3:6])([CH3:7])[C:8]#[N:9].[K+:32].[K+:33].[O-:34][C:35]([O-:36])=[O:37]>>[C:2](=[O:3])([O:4][C:5]([CH3:6])([CH3:7])[C:8]#[N:9])[N:16]1[CH2:15][CH:14]2[CH2:13][N:12]([CH2:19][CH:20]([CH2:21][O:22][c:23]3[cH:24][cH:25][c:26]([C:27]#[N:28])[cH:29][cH:30]3)[OH:31])[CH2:11][CH:10]([CH2:17]1)[CH2:18]2. The reactants are BrC1=CC(=C(C#N)C(=C1)F)F (4-bromo-2,6-difluorobenzonitrile), O1C(CCCC1)N1N=CC=C1B1OC(C(O1)(C)C)(C)C (1-(tetrahydro-2H-pyran-2-yl)-5-(4,4,5,5-tetramethyl-1,3,2-dioxaborolan-2-yl)-1H-pyrazole). Product: FC1=C(C#N)C(=CC(=C1)C1=CC=NN1C1OCCCC1)F (2,6-difluoro-4-(1-(tetrahydro-2H-pyran-2-yl)-1H-pyrazol-5-yl)benzonitrile). Isolated yield 108.8%. Reaction SMILES: Br[C:2]1[CH:9]=[C:8]([F:10])[C:5]([C:6]#[N:7])=[C:4]([F:11])[CH:3]=1.[O:12]1[CH2:17][CH2:16][CH2:15][CH2:14][CH:13]1[N:18]1[C:22](B2OC(C)(C)C(C)(C)O2)=[CH:21][CH:20]=[N:19]1>>[F:10][C:8]1[CH:9]=[C:2]([C:22]2[N:18]([CH:13]3[CH2:14][CH2:15][CH2:16][CH2:17][O:12]3)[N:19]=[CH:20][CH:21]=2)[CH:3]=[C:4]([F:11])[C:5]=1[C:6]#[N:7]. Reported procedure: The title compound was prepared from 4-bromo-2,6-difluorobenzonitrile (2.5 g, 11.47 mmol) and 1-(tetrahydro-2H-pyran-2-yl)-5-(4,4,5,5-tetramethyl-1,3,2-dioxaborolan-2-yl)-1H-pyrazole (3.51 g, 12.61 mmol) using the method of Example 34(a) producing 3.61 g of title compound. 1H-NMR (400 MHz; d6-DMSO): δ 1.52-1.67 (m, 3H), 1.81-1.87 (m, 1H), 1.95-1.99 (m, 1H), 2.33-2.41 (m, 1H), 3.59-3.65 (m, 1H), 3.94-3.98 (m, 1H), 5.36-5.39 (m, 1H), 6.77 (d, 1H), 7.62 (s, 1H), 7.64 (s, 1H), 7.66 (d, 1H).